From a dataset of the Open Reaction Database (ORD), a public repository of structured organic reaction records. describe an organic reaction: reactants, conditions, products, and yield Starting materials: [Al+3], CCS, [Cl-], [Cl-], [Cl-], CC(Cl)Cl, COc1cc(Cc2c(-c3ccc(OCCN4CCCC4)cc3)sc3cc(O)ccc23)ccc1CN1CCCC1. The product is Oc1ccc2c(Cc3ccc(CN4CCCC4)c(O)c3)c(-c3ccc(OCCN4CCCC4)cc3)sc2c1. Reaction SMILES: [Al+3:44].[CH2:40]([SH:41])[CH3:42].[Cl-:43].[Cl-:45].[Cl-:46].[Cl:47][CH:48]([Cl:49])[CH3:50].[OH:1][c:2]1[cH:3][cH:4][c:5]2[c:6]([s:7][c:8](-[c:25]3[cH:26][cH:27][c:28]([O:31][CH2:32][CH2:33][N:34]4[CH2:35][CH2:36][CH2:37][CH2:38]4)[cH:29][cH:30]3)[c:9]2[CH2:10][c:11]2[cH:12][c:13]([O:23][CH3:24])[c:14]([CH2:17][N:18]3[CH2:19][CH2:20][CH2:21][CH2:22]3)[cH:15][cH:16]2)[cH:39]1>>[OH:1][c:2]1[cH:3][cH:4][c:5]2[c:6]([s:7][c:8](-[c:25]3[cH:26][cH:27][c:28]([O:31][CH2:32][CH2:33][N:34]4[CH2:35][CH2:36][CH2:37][CH2:38]4)[cH:29][cH:30]3)[c:9]2[CH2:10][c:11]2[cH:12][c:13]([OH:23])[c:14]([CH2:17][N:18]3[CH2:19][CH2:20][CH2:21][CH2:22]3)[cH:15][cH:16]2)[cH:39]1. Reactants: C(=O)(C(F)(F)F)O (TFA), C(C)(C)(C)OC(NC1CCN(CC1)C1=NC(=NC(=C1C#CC=1C=NC(=CC1)N)C)N)=O ({1-[2-amino-5-(6-amino-pyridin-3-ylethynyl)-6-methyl-pyrimidin-4-yl]-piperidin-4-yl}-carbamic acid tert-butyl ester), C(=O)([O-])[O-].[Na+].[Na+] (Na2CO3). The solvent is C(Cl)Cl (DCM). Product: NC1CCN(CC1)C1=NC(=NC(=C1C#CC=1C=NC(=CC1)N)C)N (4-(4-Amino-piperidin-1-yl)-5-(6-amino-pyridin-3-ylethynyl)-6-methyl-pyrimidin-2-ylamine). RXN SMILES: C(OC(=O)[NH:7][CH:8]1[CH2:13][CH2:12][N:11]([C:14]2[C:19]([C:20]#[C:21][C:22]3[CH:23]=[N:24][C:25]([NH2:28])=[CH:26][CH:27]=3)=[C:18]([CH3:29])[N:17]=[C:16]([NH2:30])[N:15]=2)[CH2:10][CH2:9]1)(C)(C)C.C(O)(C(F)(F)F)=O.C([O-])([O-])=O.[Na+].[Na+]>C(Cl)Cl>[NH2:7][CH:8]1[CH2:9][CH2:10][N:11]([C:14]2[C:19]([C:20]#[C:21][C:22]3[CH:23]=[N:24][C:25]([NH2:28])=[CH:26][CH:27]=3)=[C:18]([CH3:29])[N:17]=[C:16]([NH2:30])[N:15]=2)[CH2:12][CH2:13]1 |f:2.3.4|. Procedure: 3.2 g (7.6 mmol) of {1-[2-amino-5-(6-amino-pyridin-3-ylethynyl)-6-methyl-pyrimidin-4-yl]-piperidin-4-yl}-carbamic acid tert-butyl ester are dissolved in DCM (50 mL) and 26 mL TFA are added. The reaction mixture is stirred over night at RT. The reaction mixture is adjusted to neutral pH using concentrated aqueous Na2CO3 solution and the DCM is evaporated at reduced pressure. The residue is washed with water, taken up in acetonitrile and freeze dried. The crude product is used without further puri... Starting materials: CC(C)(C)c1ccc(OB([O-])[O-])cc1, COC(=O)C=Cc1ccc(Br)s1, O=C([O-])[O-], CCO, CCOC(C)=O, [K+], [K+], O, Cc1ccccc1. Yields the product COC(=O)C=Cc1ccc(-c2ccc(C(C)(C)C)cc2)s1. As a reaction SMILES: [B:13]([O-:14])([O-:25])[O:26][c:15]1[cH:16][cH:17][c:18]([C:21]([CH3:22])([CH3:23])[CH3:24])[cH:19][cH:20]1.[Br:1][c:2]1[cH:3][cH:4][c:5]([CH:7]=[CH:8][C:9](=[O:10])[O:11][CH3:12])[s:6]1.[C:27](=[O:28])([O-:29])[O-:30].[CH2:40]([OH:41])[CH3:42].[CH3:33][CH2:34][O:35][C:36](=[O:37])[CH3:38].[K+:31].[K+:32].[OH2:39].[c:43]1([CH3:44])[cH:45][cH:46][cH:47][cH:48][cH:49]1>>[c:2]1(-[c:15]2[cH:16][cH:17][c:18]([C:21]([CH3:22])([CH3:23])[CH3:24])[cH:19][cH:20]2)[cH:3][cH:4][c:5]([CH:7]=[CH:8][C:9](=[O:10])[O:11][CH3:12])[s:6]1. Starting materials: S1C(=NC2=C1C=CC=C2)N2CCC(CC2)NC2=NC=CC=C2[N+](=O)[O-] (N-(1-(benzo[d]thiazol-2-yl)piperidin-4-yl)-3-nitropyridin-2-amine). The reagents and catalysts are [Pd] (palladium on activated carbon). Run in CO (methanol). Run at time 2 hour. Product: S1C(=NC2=C1C=CC=C2)N2CCC(CC2)NC2=NC=CC=C2N (N2-(1-(benzo[d]thiazol-2-yl)piperidin-4-yl)pyridine-2,3-diamine). The yield is 80.3%. Reaction SMILES: [S:1]1[C:5]2[CH:6]=[CH:7][CH:8]=[CH:9][C:4]=2[N:3]=[C:2]1[N:10]1[CH2:15][CH2:14][CH:13]([NH:16][C:17]2[C:22]([N+:23]([O-])=O)=[CH:21][CH:20]=[CH:19][N:18]=2)[CH2:12][CH2:11]1>[Pd].CO>[S:1]1[C:5]2[CH:6]=[CH:7][CH:8]=[CH:9][C:4]=2[N:3]=[C:2]1[N:10]1[CH2:15][CH2:14][CH:13]([NH:16][C:17]2[C:22]([NH2:23])=[CH:21][CH:20]=[CH:19][N:18]=2)[CH2:12][CH2:11]1. Procedure: A mixture of N-(1-(benzo[d]thiazol-2-yl)piperidin-4-yl)-3-nitropyridin-2-amine (270 mg, 0.76 mmol) and palladium on activated carbon (50% by wt, 0.15 g) in methanol (10 mL) was stirred under hydrogen at 30 psi for 2 hours. The mixture was filtered through a pad of CELITE™ and the filtrate was concentrated to give N2-(1-(benzo[d]thiazol-2-yl)piperidin-4-yl)pyridine-2,3-diamine (200 mg, 0.61 mmol, 81.3% yield) which was used in the next step without further purification. The reactants are COC(=O)CC1CCNCC1, CN1CCCC1=O, CCN(C(C)C)C(C)C, O=C(Nc1ccc(C2CCN(C(=O)Oc3ccc([N+](=O)[O-])cc3)CC2)cc1)c1nc(-c2ccccc2)oc1C(F)(F)F. Yields the product COC(=O)CC1CCN(C(=O)N2CCC(c3ccc(NC(=O)c4nc(-c5ccccc5)oc4C(F)(F)F)cc3)CC2)CC1. As a reaction SMILES: [CH3:43][O:44][C:45]([CH2:46][CH:47]1[CH2:48][CH2:49][NH:50][CH2:51][CH2:52]1)=[O:53].[CH3:63][N:64]1[CH2:65][CH2:66][CH2:67][C:68]1=[O:69].[CH:54]([N:55]([CH2:56][CH3:57])[CH:58]([CH3:59])[CH3:60])([CH3:61])[CH3:62].[N+:1]([c:2]1[cH:3][cH:4][c:5]([O:10][C:11](=[O:6])[N:13]2[CH2:14][CH2:15][CH:16]([c:19]3[cH:20][cH:21][c:22]([NH:25][C:26](=[O:27])[c:28]4[n:29][c:30](-[c:37]5[cH:38][cH:39][cH:40][cH:41][cH:42]5)[o:31][c:32]4[C:33]([F:34])([F:35])[F:36])[cH:23][cH:24]3)[CH2:17][CH2:18]2)[cH:7][cH:8]1)([O-:9])=[O:12]>>[O:10]=[C:11]([N:13]1[CH2:14][CH2:15][CH:16]([c:19]2[cH:20][cH:21][c:22]([NH:25][C:26](=[O:27])[c:28]3[n:29][c:30](-[c:37]4[cH:38][cH:39][cH:40][cH:41][cH:42]4)[o:31][c:32]3[C:33]([F:34])([F:35])[F:36])[cH:23][cH:24]2)[CH2:17][CH2:18]1)[N:50]1[CH2:49][CH2:48][CH:47]([CH2:46][C:45]([O:44][CH3:43])=[O:53])[CH2:52][CH2:51]1. Starting materials: C=O, CSSC(C)(C)CNCCOc1cc(CO)nc(CO)c1, O=CO, [Na+], [OH-]. The product is CSSC(C)(C)CN(C)CCOc1cc(CO)nc(CO)c1. As a reaction SMILES: [CH2:27]=[O:28].[CH3:4][C:5]([CH2:6][NH:7][CH2:8][CH2:9][O:10][c:11]1[cH:12][c:13]([CH2:19][OH:20])[n:14][c:15]([CH2:17][OH:18])[cH:16]1)([CH3:21])[S:22][S:23][CH3:24].[CH:1]([OH:2])=[O:3].[Na+:26].[OH-:25]>>[CH3:1][N:7]([CH2:6][C:5]([CH3:4])([CH3:21])[S:22][S:23][CH3:24])[CH2:8][CH2:9][O:10][c:11]1[cH:12][c:13]([CH2:19][OH:20])[n:14][c:15]([CH2:17][OH:18])[cH:16]1. Reactants: O=C(n1ccnc1)n1ccnc1, O=C(O)c1cc2cc(Cl)ccc2[nH]1, NCCCCCCn1ccnc1. Product: O=C(NCCCCCCn1ccnc1)c1cc2cc(Cl)ccc2[nH]1. As a reaction SMILES: [C:14]([n:15]1[cH:16][cH:17][n:18][cH:19]1)([n:20]1[cH:21][cH:22][n:23][cH:24]1)=[O:25].[Cl:1][c:2]1[cH:3][c:4]2[cH:5][c:6]([C:11](=[O:12])[OH:13])[nH:7][c:8]2[cH:9][cH:10]1.[n:26]1([CH2:31][CH2:32][CH2:33][CH2:34][CH2:35][CH2:36][NH2:37])[cH:27][n:28][cH:29][cH:30]1>>[Cl:1][c:2]1[cH:3][c:4]2[cH:5][c:6]([C:11](=[O:13])[NH:37][CH2:36][CH2:35][CH2:34][CH2:33][CH2:32][CH2:31][n:26]3[cH:27][n:28][cH:29][cH:30]3)[nH:7][c:8]2[cH:9][cH:10]1. Reactants: CC(C)CN, CCO, C=CC(=O)NC. Product: CNC(=O)CCNCC(C)C. Reaction SMILES: [CH2:7]([CH:8]([CH3:9])[CH3:10])[NH2:11].[CH3:12][CH2:13][OH:14].[CH3:1][NH:2][C:3]([CH:4]=[CH2:5])=[O:6]>>[CH3:1][NH:2][C:3]([CH2:4][CH2:5][NH:11][CH2:7][CH:8]([CH3:9])[CH3:10])=[O:6]. Reactants: CCCCCC (hexane), SC(CNC1=C(C=CC=C1)NCC(C)(S)C)(C)C (1,2-Bis (2-mercapto-2-methylpropylamino)benzene), BrCCCC (1- bromobutane), [H-].[Na+] (Sodium hydride). The solvent is C(C)(=O)OCC (ethyl acetate), O1CCCC1 (tetrahydrofuran). Reaction conditions: time 3 hour. Product: C(CCC)SC(CNC1=C(C=CC=C1)NCC(C)(C)S)(C)C (2-(2-butylthio-2-methylpropylamino]-1-(2-mercapto-2-methylpropylamino)benzene). Yield: 23.0%. As a reaction SMILES: [SH:1][C:2]([CH3:18])([CH3:17])[CH2:3][NH:4][C:5]1[CH:10]=[CH:9][CH:8]=[CH:7][C:6]=1[NH:11][CH2:12][C:13]([CH3:16])([SH:15])[CH3:14].Br[CH2:20][CH2:21][CH2:22][CH3:23].[H-].[Na+].CCCCCC>O1CCCC1.C(OCC)(=O)C>[CH2:20]([S:1][C:2]([CH3:18])([CH3:17])[CH2:3][NH:4][C:5]1[CH:10]=[CH:9][CH:8]=[CH:7][C:6]=1[NH:11][CH2:12][C:13]([SH:15])([CH3:16])[CH3:14])[CH2:21][CH2:22][CH3:23] |f:2.3|. Procedure details: 1,2-Bis (2-mercapto-2-methylpropylamino)benzene (0.17 g, 6.1×10-4 mol, 120 M%) and 0.07 g (5.1×10-4 mol, 100 M%) 1- bromobutane were dissolved in 25 ml tetrahydrofuran (freshly distilled over Na). Sodium hydride (0.03 g, 6.25×10-4 mol, 102 M%) was then added. The mixture was stirred at room temperature under nitrogen for 3 hours. The reaction mixture was worked up as in Example 40. The product was isolated by radial chromatography on 1 mm silica plate, using hexane: ethyl acetate as the eluting ... Reactants: C(#N)C1=C(C=C(C=C1)NCC1=CC(=CC=C1)S(=O)(=NC(=O)OCC)C)N=CN(C)C (N′-(2-cyano-5-{3-[(RS)-N-(ethoxycarbonyl)-S-methylsulphonimidoyl]benzylamino}phenyl)-N,N-dimethylformimidamide), NC=1C=NC=CC1 (3-aminopyridine), ClCCl.CO (dichloromethane methanol), →. Run in CO (methanol). The product is C(C)OC(=O)N=S(=O)(C1=CC(=CC=C1)CNC1=CC=C2C(=NC=NC2=C1)NC=1C=NC=CC1)C ((RS)-N-(Ethoxycarbonyl)-S-methyl-S-[3-({[4-(3-pyridylamino)quinazolin-7-yl]-amino}methyl)phenyl]sulphoximide). Isolated yield 68.0%. Reaction SMILES: C([C:3]1[CH:8]=[CH:7][C:6]([NH:9][CH2:10][C:11]2[CH:16]=[CH:15][CH:14]=[C:13]([S:17]([CH3:25])(=[N:19][C:20]([O:22][CH2:23][CH3:24])=[O:21])=[O:18])[CH:12]=2)=[CH:5][C:4]=1[N:26]=[CH:27][N:28](C)[CH3:29])#N.[NH2:31][C:32]1[CH:33]=[N:34][CH:35]=[CH:36][CH:37]=1.ClCCl.CO>CO>[CH2:23]([O:22][C:20]([N:19]=[S:17]([CH3:25])([C:13]1[CH:14]=[CH:15][CH:16]=[C:11]([CH2:10][NH:9][C:6]2[CH:5]=[C:4]3[C:3]([C:29]([NH:31][C:32]4[CH:33]=[N:34][CH:35]=[CH:36][CH:37]=4)=[N:28][CH:27]=[N:26]3)=[CH:8][CH:7]=2)[CH:12]=1)=[O:18])=[O:21])[CH3:24] |f:2.3|. Procedure: According to GWP 5, the reaction of N′-(2-cyano-5-{3-[(RS)-N-(ethoxycarbonyl)-S-methylsulphonimidoyl]benzylamino}phenyl)-N,N-dimethylformimidamide (50 mg, 0.12 mmol) with 3-aminopyridine (14 mg, 0.14 mmol) and chromatographic purification (silica gel, dichloromethane/methanol: 0→30% methanol) gives the desired product in 68% yield (38 mg).